From a dataset of the Open Reaction Database (ORD), a public repository of structured organic reaction records. describe an organic reaction: reactants, conditions, products, and yield Starting materials: C(C1=CC=CC=C1)C1=NC2=C(N1CC1=CC=C(C=C1)C=1C(=CC=CC1)C(=O)OC(C)(C)C)C=C(C(=C2)C)C (tert.butyl 4'-[(2-benzyl-5,6-dimethyl-benzimidazol-1-yl)-methyl]biphenyl-2-carboxylate), FC(C(=O)O)(F)F (trifluoroacetic acid). Procedure: Prepared in analogous manner to Example 9 from tert.butyl 4'-[(2-benzyl-5,6-dimethyl-benzimidazol-1-yl)-methyl]biphenyl-2-carboxylate and trifluoroacetic acid in methylene chloride. Run in C(Cl)Cl (methylene chloride). Reaction SMILES: [CH2:1]([C:8]1[N:12]([CH2:13][C:14]2[CH:19]=[CH:18][C:17]([C:20]3[C:21]([C:26]([O:28]C(C)(C)C)=[O:27])=[CH:22][CH:23]=[CH:24][CH:25]=3)=[CH:16][CH:15]=2)[C:11]2[CH:33]=[C:34]([CH3:38])[C:35]([CH3:37])=[CH:36][C:10]=2[N:9]=1)[C:2]1[CH:7]=[CH:6][CH:5]=[CH:4][CH:3]=1.FC(F)(F)C(O)=O>C(Cl)Cl>[CH2:1]([C:8]1[N:12]([CH2:13][C:14]2[CH:15]=[CH:16][C:17]([C:20]3[C:21]([C:26]([OH:28])=[O:27])=[CH:22][CH:23]=[CH:24][CH:25]=3)=[CH:18][CH:19]=2)[C:11]2[CH:33]=[C:34]([CH3:38])[C:35]([CH3:37])=[CH:36][C:10]=2[N:9]=1)[C:2]1[CH:3]=[CH:4][CH:5]=[CH:6][CH:7]=1. Yields the product C(C1=CC=CC=C1)C1=NC2=C(N1CC1=CC=C(C=C1)C=1C(=CC=CC1)C(=O)O)C=C(C(=C2)C)C (4'-[(2-Benzyl-5,6-dimethyl-benzimidazol-1-yl)-methyl]biphenyl-2-carboxylic acid). The reactants are FC1=C(C=CC(=C1)F)[C@H](C1CCN(CC1)C=1N=C2C(=NC1NC(C)C)CNCC2)F ((S)-2-(4-((2,4-difluorophenyl)fluoromethyl)piperidin-1-yl)-N-isopropyl-5,6,7,8-tetrahydropyrido[3,4-b]pyrazin-3-amine), C(=O)OC1=CC=CC=C1 (phenyl formate). Run in C1CCOC1 (THF). Conditions: temperature 60 celsius, time 1 hour. The product is FC1=C(C=CC(=C1)F)[C@H](C1CCN(CC1)C=1N=C2C(=NC1NC(C)C)CN(CC2)C=O)F ((S)-2-(4-((2,4-difluorophenyl)fluoromethyl)piperidin-1-yl)-3-(isopropylamino)-7,8-dihydropyrido[3,4-b]pyrazine-6(5H)-carbaldehyde). As a reaction SMILES: [F:1][C:2]1[CH:7]=[C:6]([F:8])[CH:5]=[CH:4][C:3]=1[C@@H:9]([F:30])[CH:10]1[CH2:15][CH2:14][N:13]([C:16]2[N:17]=[C:18]3[CH2:29][CH2:28][NH:27][CH2:26][C:19]3=[N:20][C:21]=2[NH:22][CH:23]([CH3:25])[CH3:24])[CH2:12][CH2:11]1.[CH:31](OC1C=CC=CC=1)=[O:32]>C1COCC1>[F:1][C:2]1[CH:7]=[C:6]([F:8])[CH:5]=[CH:4][C:3]=1[C@@H:9]([F:30])[CH:10]1[CH2:15][CH2:14][N:13]([C:16]2[N:17]=[C:18]3[CH2:29][CH2:28][N:27]([CH:31]=[O:32])[CH2:26][C:19]3=[N:20][C:21]=2[NH:22][CH:23]([CH3:25])[CH3:24])[CH2:12][CH2:11]1. Procedure: A solution of (S)-2-(4-((2,4-difluorophenyl)fluoromethyl)piperidin-1-yl)-N-isopropyl-5,6,7,8-tetrahydropyrido[3,4-b]pyrazin-3-amine (30.5 mg, 0.073 mmol) in THF (364 μL) at room temperature was treated with phenyl formate (140 μL, 1.09 mmol). The reaction mixture was stirred at 60° C. for 1 h. The reaction was purified by HPLC Method B using a 50% to 80% ACN gradient to give the title compound, as a TFA salt, as a pale yellow solid (9.4 mg, 23%). 1H NMR (500 MHz, methanol-d4, mixture of rotamers... Reactants: COC(=O)CC(C)(C)CCBr, O=C([O-])O, O=C([O-])[O-], Cc1ccccc1, [NH4+], [NH4+], [Na+], O, [O-][n+]1ccccc1. Product: COC(=O)CC(C)(C)CC=O. Reaction SMILES: [Br:1][CH2:2][CH2:3][C:4]([CH2:5][C:6](=[O:7])[O:8][CH3:9])([CH3:10])[CH3:11].[C:19](=[O:20])([OH:21])[O-:22].[C:24](=[O:25])([O-:26])[O-:27].[CH3:30][c:31]1[cH:32][cH:33][cH:34][cH:35][cH:36]1.[NH4+:28].[NH4+:29].[Na+:23].[OH2:37].[n+:12]1([O-:18])[cH:13][cH:14][cH:15][cH:16][cH:17]1>>[CH:2]([CH2:3][C:4]([CH2:5][C:6](=[O:7])[O:8][CH3:9])([CH3:10])[CH3:11])=[O:18]. The reactants are CC=1SC2=C(N1)CCC(C2=O)=CN2CCOCC2 (2-methyl-6-morpholin-4-ylmethylene-5,6-dihydro-4H-benzothiazol-7-one), [N+](=O)(O)[O-].OC1=CC=C(C=C1)NC(=N)N (N-(4-hydroxy-phenyl)-guanidine nitrate), [OH-].[Na+] (NaOH). Solvent: COCCO (2-methoxyethanol). Reaction conditions: temperature 120 celsius. Yields the product CC=1SC2=C(CCC=3C=NC(=NC23)NC2=CC=C(C=C2)O)N1 (4-(2-Methyl-4,5-dihydro-thiazolo[4,5-h]quinazolin-8-ylamino)-phenol). Yield: 3.0%. RXN SMILES: [CH3:1][C:2]1[S:3][C:4]2[C:10](=O)[C:9](=[CH:12]N3CCOCC3)[CH2:8][CH2:7][C:5]=2[N:6]=1.[N+]([O-])(O)=O.[OH:23][C:24]1[CH:29]=[CH:28][C:27]([NH:30][C:31]([NH2:33])=[NH:32])=[CH:26][CH:25]=1.[OH-].[Na+]>COCCO>[CH3:1][C:2]1[S:3][C:4]2[C:10]3[N:33]=[C:31]([NH:30][C:27]4[CH:28]=[CH:29][C:24]([OH:23])=[CH:25][CH:26]=4)[N:32]=[CH:12][C:9]=3[CH2:8][CH2:7][C:5]=2[N:6]=1 |f:1.2,3.4|. Procedure details: A mixture of 2-methyl-6-morpholin-4-ylmethylene-5,6-dihydro-4H-benzothiazol-7-one (200 mg, 7.6 mmol), N-(4-hydroxy-phenyl)-guanidine nitrate (163 mg, 7.6 mmol), NaOH, (30 mg, 7.6 mmol), and 2-methoxyethanol (2 mL) was heated at 120° C. for 24 h. The reaction mixture was concentrated under vacuum. Flash column chromatography (20% EtOAc:hexane) gave the title product as a yellow solid (70 mg, 30%): mp 268-269° C. Anal. RP-HPLC: tR 12.4 min (10-70% MeCN, purity 95%). 1H-NMR (DMSO-d6): δ 9.28 (s, 1H... Reactants: C=CCN1CC(C=O)C(c2ccsc2)C1, O=CC1CN(Cc2ccccc2)CC1c1ccsc1, Fc1ccc(C2CCNCC2)cc1. Yields the product C=CCN1CC(CN2CCC(c3ccc(F)cc3)CC2)C(c2ccsc2)C1. As a reaction SMILES: [CH2:1]([CH:2]=[CH2:3])[N:4]1[CH2:5][CH:6]([CH:14]=[O:15])[CH:7]([c:9]2[cH:10][s:11][cH:12][cH:13]2)[CH2:8]1.[CH2:29]([N:30]1[CH2:31][CH:32]([c:33]2[cH:34][cH:35][s:36][cH:37]2)[CH:38]([CH:39]=[O:40])[CH2:41]1)[c:42]1[cH:43][cH:44][cH:45][cH:46][cH:47]1.[F:16][c:17]1[cH:18][cH:19][c:20]([CH:23]2[CH2:24][CH2:25][NH:26][CH2:27][CH2:28]2)[cH:21][cH:22]1>>[CH2:1]([CH:2]=[CH2:3])[N:4]1[CH2:5][CH:6]([CH2:14][N:26]2[CH2:25][CH2:24][CH:23]([c:20]3[cH:19][cH:18][c:17]([F:16])[cH:22][cH:21]3)[CH2:28][CH2:27]2)[CH:7]([c:9]2[cH:10][s:11][cH:12][cH:13]2)[CH2:8]1. Reactants: Cl, [Na+], C1CCOC1, OC(Cc1ccccc1)C1CCC2(CC1)OCCO2, [OH-]. The product is O=C1CCC(C(O)Cc2ccccc2)CC1. Reaction SMILES: [ClH:1].[Na+:22].[O:23]1[CH2:24][CH2:25][CH2:26][CH2:27]1.[O:2]1[CH2:5][CH2:4][O:3][C:6]12[CH2:7][CH2:8][CH:9]([CH:12]([CH2:13][c:14]1[cH:15][cH:16][cH:17][cH:18][cH:19]1)[OH:20])[CH2:10][CH2:11]2.[OH-:21]>>[O:2]=[C:6]1[CH2:7][CH2:8][CH:9]([CH:12]([CH2:13][c:14]2[cH:15][cH:16][cH:17][cH:18][cH:19]2)[OH:20])[CH2:10][CH2:11]1.